This data is from the Open Reaction Database (ORD), a public repository of structured organic reaction records. The task is: describe an organic reaction: reactants, conditions, products, and yield Starting materials: BrBr (Bromine), C(C)OC1=C(SC=C1)C(=O)OC (methyl 3-ethoxythiophene-2-carboxylate). The solvent is C(C)(=O)O (acetic acid). Yields the product BrC1=CC(=C(S1)C(=O)OC)OCC (methyl 5-bromo-3-ethoxythiophene-2-carboxylate), BrC=1C(=C(SC1)C(=O)OC)OCC (methyl 4-bromo-3-ethoxythiophene-2-carboxylate). As a reaction SMILES: [Br:1]Br.[CH2:3]([O:5][C:6]1[CH:10]=[CH:9][S:8][C:7]=1[C:11]([O:13][CH3:14])=[O:12])[CH3:4]>C(O)(=O)C>[Br:1][C:9]1[S:8][C:7]([C:11]([O:13][CH3:14])=[O:12])=[C:6]([O:5][CH2:3][CH3:4])[CH:10]=1.[Br:1][C:10]1[C:6]([O:5][CH2:3][CH3:4])=[C:7]([C:11]([O:13][CH3:14])=[O:12])[S:8][CH:9]=1. Procedure details: Bromine was added to an acetic acid solution of methyl 3-ethoxythiophene-2-carboxylate, followed by stirring at room temperature. The product was separated by silica gel column chromatography to obtain methyl 5-bromo-3-ethoxythiophene-2-carboxylate (F: 265, 267) and methyl 4-bromo-3-ethoxythiophene-2-carboxylate (F: 265, 267). Reactants: FC=1C=C2CCC3(CN(CC3)CCCSC=3N(C(=NN3)C3=C(N=C(S3)C)C)C)C2=CC1 (5-(5-(3-(5-fluoro-2,3-dihydrospiro[indene-1,3′-pyrrolidine]-1′-yl)propylthio)-4-methyl-4H-1,2,4-triazol-3-yl)-2,4-dimethylthiazole), Cl.CCOCC (HCl Ether). Solvent: CCOCC (Et2O), CO (methanol). Reported procedure: To a solution of 5-(5-(3-(5-fluoro-2,3-dihydrospiro[indene-1,3′-pyrrolidine]-1′-yl)propylthio)-4-methyl-4H-1,2,4-triazol-3-yl)-2,4-dimethylthiazole (Prep18, 38 mg) in a mixture of Et2O (3 ml) and methanol (0.5 ml) was added 0.1 ml of HCl/Ether (1M in Et2O), the solvent was evaporated in vacuo and treated with Et2O (5 ml) to give 30 mg of the title compound (y=73%). The yield is 73.0%. Reaction SMILES: [F:1][C:2]1[CH:3]=[C:4]2[C:29](=[CH:30][CH:31]=1)[C:7]1([CH2:11][CH2:10][N:9]([CH2:12][CH2:13][CH2:14][S:15][C:16]3[N:17]([CH3:28])[C:18]([C:21]4[S:25][C:24]([CH3:26])=[N:23][C:22]=4[CH3:27])=[N:19][N:20]=3)[CH2:8]1)[CH2:6][CH2:5]2.[ClH:32].CCOCC>CCOCC.CO>[ClH:32].[F:1][C:2]1[CH:3]=[C:4]2[C:29](=[CH:30][CH:31]=1)[C:7]1([CH2:11][CH2:10][N:9]([CH2:12][CH2:13][CH2:14][S:15][C:16]3[N:17]([CH3:28])[C:18]([C:21]4[S:25][C:24]([CH3:26])=[N:23][C:22]=4[CH3:27])=[N:19][N:20]=3)[CH2:8]1)[CH2:6][CH2:5]2 |f:1.2,5.6|. Product: Cl.FC=1C=C2CCC3(CN(CC3)CCCSC=3N(C(=NN3)C3=C(N=C(S3)C)C)C)C2=CC1 (5-(5-(3-(5-fluoro-2,3-dihydrospiro[indene-1,3′-pyrrolidine]-1′-yl)propylthio)-4-methyl-4H-1,2,4-triazol-3-yl)-2,4-dimethylthiazole hydrochloride).